Dataset: the Open Reaction Database (ORD), a public repository of structured organic reaction records. Task: describe an organic reaction: reactants, conditions, products, and yield The reactants are FC1=CC=CC2=C1SCC2NC(=S)NCCO (1-(7-Fluoro-2,3-dihydro-benzo[b]thiophen-3-yl)-3-(2-hydroxy-ethyl)-thiourea), N1=CC=CC=C1 (pyridine), C(C)(=O)Cl (acetyl chloride). The reagents and catalysts are CN(C)C=1C=CN=CC1 (DMAP). Solvent: C(C)(=O)OCC (ethyl acetate), C1CCOC1 (THF), C1CCOC1 (THF). Conditions: time 16 hour. Yields the product FC1=CC=CC2=C1SCC2NC(NCCOC(C)=O)=S (Acetic acid 2-[3-(7-fluoro-2,3-dihydro-benzo[b]thiophen-3-yl)thioureido]-ethyl ester). The yield is 54.8%. RXN SMILES: [F:1][C:2]1[C:7]2[S:8][CH2:9][CH:10]([NH:11][C:12]([NH:14][CH2:15][CH2:16][OH:17])=[S:13])[C:6]=2[CH:5]=[CH:4][CH:3]=1.N1C=CC=CC=1.[C:24](Cl)(=[O:26])[CH3:25]>CN(C1C=CN=CC=1)C.C1COCC1.C(OCC)(=O)C>[F:1][C:2]1[C:7]2[S:8][CH2:9][CH:10]([NH:11][C:12](=[S:13])[NH:14][CH2:15][CH2:16][O:17][C:24](=[O:26])[CH3:25])[C:6]=2[CH:5]=[CH:4][CH:3]=1. Procedure details: To a solution of 1-(7-Fluoro-2,3-dihydro-benzo[b]thiophen-3-yl)-3-(2-hydroxy-ethyl)-thiourea (200 mg, 0.73 mmol), pyridine (0.07 mL, 0.88 mmol) and DMAP (20 mg, 0.16 mmol) in THF (5 mL) was added a solution of acetyl chloride (0.06 mL, 0.81 mmol) in THF (2 mL) and the reaction mixture stirred for 16 h. The mixture was diluted with ethyl acetate (20 mL) and extracted with water (4 times). The organic phase was dried over Na2SO4, solvents evaporated and the residue purified by column chromatograph... Product: ClC1=CC=C(C=C1)C(N1CC(C1)N(S(=O)=O)CC1=C2C=CC=NC2=CC=C1)C1=CC=C(C=C1)Cl (N-{1-[bis(4-chlorophenyl)methyl]azetidin-3-yl}-N-quinol-5-ylmethylsulfonamide). Reported procedure: N-{1-[Bis(4-chlorophenyl)methyl]azetidin-3-yl}-N-quinol-6-ylmethylsulfonamide may be prepared by carrying out the procedure in the following manner: 0.70 g of 1-[bis(4-chlorophenyl)methyl]azetidin-3-ol and 0.597 g of triphenylphosphine are added, under argon, to a solution of 0.50 g of N-(quinol-5-yl)methylsulfonamide in 70 cm3 of anhydrous tetrahydrofuran and then 0.40 cm3 of diethyl azodicarboxylate and 0.45 g of 1,2-bis(diphenylphosphine)ethane are poured in. After stirring for 20 hours at 20... RXN SMILES: [Cl:1][C:2]1[CH:7]=[CH:6][C:5]([CH:8]([C:28]2[CH:33]=[CH:32][C:31]([Cl:34])=[CH:30][CH:29]=2)[N:9]2[CH2:12][CH:11]([N:13]([CH2:17]C3C=C4C(=CC=3)N=CC=C4)[SH:14](=[O:16])=[O:15])[CH2:10]2)=[CH:4][CH:3]=1.ClC1C=CC(C(C2C=CC(Cl)=CC=2)N2CC(O)C2)=CC=1.C1(P(C2C=CC=CC=2)C2C=CC=CC=2)C=CC=CC=1.[N:74]1[C:83]2[C:78](=[C:79](CNS(=O)=O)[CH:80]=[CH:81][CH:82]=2)[CH:77]=[CH:76][CH:75]=1.N(C(OCC)=O)=NC(OCC)=O.C1C=CC(P(C2C=CC=CC=2)CCP(C2C=CC=CC=2)C2C=CC=CC=2)=CC=1>O1CCCC1>[Cl:34][C:31]1[CH:30]=[CH:29][C:28]([CH:8]([C:5]2[CH:6]=[CH:7][C:2]([Cl:1])=[CH:3][CH:4]=2)[N:9]2[CH2:10][CH:11]([N:13]([CH2:17][C:79]3[CH:80]=[CH:81][CH:82]=[C:83]4[C:78]=3[CH:77]=[CH:76][CH:75]=[N:74]4)[SH:14](=[O:15])=[O:16])[CH2:12]2)=[CH:33][CH:32]=1. Reactants: ClC1=CC=C(C=C1)C(N1CC(C1)N(S(=O)=O)CC=1C=C2C=CC=NC2=CC1)C1=CC=C(C=C1)Cl (N-{1-[Bis(4-chlorophenyl)methyl]azetidin-3-yl}-N-quinol-6-ylmethylsulfonamide), N(=NC(=O)OCC)C(=O)OCC (diethyl azodicarboxylate), C1=CC=C(C=C1)P(CCP(C2=CC=CC=C2)C3=CC=CC=C3)C4=CC=CC=C4 (1,2-bis(diphenylphosphine)ethane), ClC1=CC=C(C=C1)C(N1CC(C1)O)C1=CC=C(C=C1)Cl (1-[bis(4-chlorophenyl)methyl]azetidin-3-ol), C1(=CC=CC=C1)P(C1=CC=CC=C1)C1=CC=CC=C1 (triphenylphosphine), N1=CC=CC2=C(C=CC=C12)CNS(=O)=O (N-(quinol-5-yl)methylsulfonamide). Conditions: temperature 20 celsius, time 20 hour. The solvent is O1CCCC1 (tetrahydrofuran).